This data is from the Open Reaction Database (ORD), a public repository of structured organic reaction records. The task is: describe an organic reaction: reactants, conditions, products, and yield The reactants are Nc1ccc(Cl)cc1, O, O=C(O)c1ccc2cccnc2c1O. The product is O=C(Nc1ccc(Cl)cc1)c1ccc2cccnc2c1O. Reaction SMILES: [NH2:15][c:16]1[cH:17][cH:18][c:19]([Cl:20])[cH:21][cH:22]1.[OH2:23].[OH:1][c:2]1[c:3]([C:12](=[O:13])[OH:14])[cH:4][cH:5][c:6]2[cH:7][cH:8][cH:9][n:10][c:11]12>>[OH:1][c:2]1[c:3]([C:12](=[O:14])[NH:15][c:16]2[cH:17][cH:18][c:19]([Cl:20])[cH:21][cH:22]2)[cH:4][cH:5][c:6]2[cH:7][cH:8][cH:9][n:10][c:11]12. Reactants: C1(CCC1)NC=1N=NC(=CC1)C#C (N-cyclobutyl-6-ethynylpyridazin-3-amine), ClC1=C(C=C(C(=O)NC2=CC(=C(C=C2)N2C=NC(=C2)C)C(F)(F)F)C=C1)I (4-chloro-3-iodo-N-(4-(4-methyl-1H-imidazol-1-yl)-3-(trifluoromethyl)phenyl)benzamide). Product: ClC1=C(C=C(C(=O)NC2=CC(=C(C=C2)N2C=NC(=C2)C)C(F)(F)F)C=C1)C#CC=1N=NC(=CC1)NC1CCC1 (4-Chloro-3-(2-(6-(cyclobutylamino)pyridazin-3-yl)ethynyl)-N-(4-(4-methyl-1H-imidazol-1-yl)-3-(trifluoromethyl)phenyl)benzamide). Reaction SMILES: [CH:1]1([NH:5][C:6]2[N:7]=[N:8][C:9]([C:12]#[CH:13])=[CH:10][CH:11]=2)[CH2:4][CH2:3][CH2:2]1.[Cl:14][C:15]1[CH:39]=[CH:38][C:18]([C:19]([NH:21][C:22]2[CH:27]=[CH:26][C:25]([N:28]3[CH:32]=[C:31]([CH3:33])[N:30]=[CH:29]3)=[C:24]([C:34]([F:37])([F:36])[F:35])[CH:23]=2)=[O:20])=[CH:17][C:16]=1I>>[Cl:14][C:15]1[CH:16]=[CH:17][C:18]([C:19]([NH:21][C:22]2[CH:27]=[CH:26][C:25]([N:28]3[CH:32]=[C:31]([CH3:33])[N:30]=[CH:29]3)=[C:24]([C:34]([F:36])([F:35])[F:37])[CH:23]=2)=[O:20])=[CH:38][C:39]=1[C:13]#[C:12][C:9]1[N:8]=[N:7][C:6]([NH:5][CH:1]2[CH2:4][CH2:3][CH2:2]2)=[CH:11][CH:10]=1. Procedure: The title compound was synthesized from N-cyclobutyl-6-ethynylpyridazin-3-amine and 4-chloro-3-iodo-N-(4-(4-methyl-1H-imidazol-1-yl)-3-(trifluoromethyl)phenyl)benzamide in a manner similar to that described for in Example 1. The product was obtained as a pale yellow solid. Mp: 153-155° C.; 1H NMR (300 MHz, CDCl3) δ: 10.34 (1H, s), 8.36 (1H, s), 8.24-8.27 (1H, d, J=8.1 Hz), 8.03 (1H, s), 7.82-7.85 (1H, d, J=8.1 Hz), 7.48 (1H, s), 7.41-7.44 (1H, d, J=8.7 Hz), 7.34-7.37 (2H, t, J=9.3 and 8.7 Hz), 6... Starting materials: ClC1=C(C=CC(=C1)OCCN(CC)CC)C(C(CC)=C)=O (1-[2-Chloro-4-(2-diethylaminoethoxy)phenyl]-2-methylene-1-butanone), ClC1=C(C=CC(=C1)OCCN1CCOCC1)C(CCC)=O (1-[2-chloro-4-(2-morpholinoethoxy)phenyl]-1-butanone). The product is ClC1=C(C=CC(=C1)OCCN1CCOCC1)C(C(CC)=C)=O (1-[2-Chloro-4-(2-morpholinoethoxy)phenyl]-2-methylene-1-butanone). As a reaction SMILES: [Cl:1][C:2]1[CH:7]=[C:6]([O:8][CH2:9][CH2:10][N:11]([CH2:14][CH3:15])[CH2:12][CH3:13])[CH:5]=[CH:4][C:3]=1[C:16](=[O:21])[C:17](=[CH2:20])[CH2:18][CH3:19].ClC1C=C([O:29]CCN2CCOCC2)C=CC=1C(=O)CCC>>[Cl:1][C:2]1[CH:7]=[C:6]([O:8][CH2:9][CH2:10][N:11]2[CH2:12][CH2:13][O:29][CH2:15][CH2:14]2)[CH:5]=[CH:4][C:3]=1[C:16](=[O:21])[C:17](=[CH2:20])[CH2:18][CH3:19]. Reported procedure: This compound is prepared by essentially the same procedure as described in Example 1 Step B except that the 1-[2-chloro-4-(2-diethylaminoethoxy)phenyl]-1-butanone of Example 1, Step B is replaced by an equimolecular quantity of 1-[2-chloro-4-(2-morpholinoethoxy)phenyl]-1-butanone. The product is obtained as a yellow oil upon distillation in vacuo (0.3 mm.). Reactants: N#CCCl, [Na], CN(C)C=O, O=S(O)c1ccccc1. Product: N#CCS(=O)(=O)c1ccccc1. As a reaction SMILES: [Cl:11][CH2:12][C:13]#[N:14].[Na:1].[O:15]=[CH:16][N:17]([CH3:18])[CH3:19].[c:2]1([S:8](=[O:9])[OH:10])[cH:3][cH:4][cH:5][cH:6][cH:7]1>>[c:2]1([S:8](=[O:9])(=[O:10])[CH2:12][C:13]#[N:14])[cH:3][cH:4][cH:5][cH:6][cH:7]1. Starting materials: OC1=CC=C(C=C1)CC(C)=O (4-hydroxyphenylacetone), N (ammonia), [H][H] (hydrogen). Reagents/catalysts: [Ni] (Raney nickel). The solvent is CO (MeOH). The product is OC1=CC=C(C=C1)CC(C)N (1-(4-Hydroxyphenyl)propane-2-amine). RXN SMILES: [OH:1][C:2]1[CH:7]=[CH:6][C:5]([CH2:8][C:9](=O)[CH3:10])=[CH:4][CH:3]=1.[NH3:12].[H][H]>CO.[Ni]>[OH:1][C:2]1[CH:7]=[CH:6][C:5]([CH2:8][CH:9]([NH2:12])[CH3:10])=[CH:4][CH:3]=1. Reported procedure: A mixture of 7.00 g (46.6 mmol) 4-hydroxyphenylacetone and 200 mL 7N ammonia in MeOH is charged with 0.70 g Raney nickel. The mixture is stirred in an hydrogen atmosphere (50 psi) at r.t. over night. After complete reaction, the mixture is filtrated, the solvent is removed in vacuo and the crude product is purified by HPLC (MeOH/H2O/NH3). Starting materials: C12NC(C(C=C1)C2)=O ((−)-2-Azabicyclo[2,2,1]hept-5-en-3-one), CO (MeOH), S(=O)(Cl)Cl (Thionyl chloride). Reaction conditions: temperature 0 celsius, time 2 hour. Yields the product Cl.COC(=O)[C@@H]1C=C[C@@H](C1)N (Methyl-(1S,4R)-4-aminocyclopent-2-ene-1-carboxylate hydrochloride). Reaction SMILES: [CH:1]12[CH2:7][CH:4]([CH:5]=[CH:6]1)[C:3](=[O:8])[NH:2]2.S(Cl)([Cl:11])=O.[CH3:13][OH:14]>>[ClH:11].[CH3:13][O:14][C:3]([C@H:4]1[CH2:7][C@@H:1]([NH2:2])[CH:6]=[CH:5]1)=[O:8] |f:3.4|. Procedure details: (−)-2-Azabicyclo[2,2,1]hept-5-en-3-one (20.00 g, 0.1833 mmol) was dissolved in MeOH (140 mL) and this mixture was cooled to 0° C. Thionyl chloride (29.4 mL, 0.403 mol) was then added dropwise, keeping the temperature less than 15° C. Upon completion of addition, the mixture was left to stir at 5° C. for 2 hours. The solvent was removed under reduced pressure to yield an oil, which was dried further under high vacuum overnight at 35° C. to afford the title compound as a white solid (33 g) which w... Yields the product ClC1=NC(=CC(=N1)C(=O)OC(C)(C)C)N[C@H](C(=O)OC)C ((S)-tert-butyl 2-chloro-6-((1-methoxy-1-oxopropan-2-yl)amino)pyrimidine-4-carboxylate). Reaction conditions: temperature 50 celsius. Reaction SMILES: [Cl:1][C:2]1[N:7]=[C:6]([C:8]([O:10][C:11]([CH3:14])([CH3:13])[CH3:12])=[O:9])[CH:5]=[C:4](Cl)[N:3]=1.Cl.[NH2:17][C@@H:18]([CH3:23])[C:19]([O:21][CH3:22])=[O:20].CCN(C(C)C)C(C)C>C(#N)C>[Cl:1][C:2]1[N:7]=[C:6]([C:8]([O:10][C:11]([CH3:14])([CH3:13])[CH3:12])=[O:9])[CH:5]=[C:4]([NH:17][C@@H:18]([CH3:23])[C:19]([O:21][CH3:22])=[O:20])[N:3]=1 |f:1.2|. Isolated yield 88.7%. Procedure details: To a mixture of tert-butyl 2,6-dichloropyrimidine-4-carboxylate (0.310 g, 1.24 mmol) in acetonitrile (5 mL) was added (S)-methyl 2-aminopropanoate hydrochloride (0.177 g, 1.27 mmol) and iPr2NEt (0.48 mL, 2.8 mmol). The mixture was heated at 50° C. overnight then concentrated in vacuo. The residue was chromatographed over silica gel with 10-50% EtOAc in hexanes. The product fractions were evaporated in vacuo to yield (S)-tert-butyl 2-chloro-6-((1-methoxy-1-oxopropan-2-yl)amino)pyrimidine-4-carbox... Starting materials: Cl.N[C@H](C(=O)OC)C ((S)-methyl 2-aminopropanoate hydrochloride), CCN(C(C)C)C(C)C (iPr2NEt), ClC1=NC(=CC(=N1)C(=O)OC(C)(C)C)Cl (tert-butyl 2,6-dichloropyrimidine-4-carboxylate). Solvent: C(C)#N (acetonitrile).